The task is: describe an organic reaction: reactants, conditions, products, and yield. This data is from the Open Reaction Database (ORD), a public repository of structured organic reaction records. Starting materials: CC(Oc1cc(-c2ccc(Br)nc2)cnc1N(C(=O)OC(C)(C)C)C(=O)OC(C)(C)C)c1c(Cl)ccc(F)c1Cl, O=C([O-])O, ClCCl, [Na+], O, O=C(O)C(F)(F)F. Yields the product CC(Oc1cc(-c2ccc(Br)nc2)cnc1N)c1c(Cl)ccc(F)c1Cl. RXN SMILES: [Br:8][c:9]1[cH:10][cH:11][c:12](-[c:15]2[cH:16][n:17][c:18]([N:33]([C:34]([O:35][C:36]([CH3:37])([CH3:38])[CH3:39])=[O:40])[C:41]([O:42][C:43]([CH3:44])([CH3:45])[CH3:46])=[O:47])[c:19]([O:21][CH:22]([CH3:23])[c:24]3[c:25]([Cl:32])[c:26]([F:31])[cH:27][cH:28][c:29]3[Cl:30])[cH:20]2)[cH:13][n:14]1.[C:49](=[O:50])([OH:51])[O-:52].[Cl:54][CH2:55][Cl:56].[Na+:53].[OH2:48].[OH:1][C:2]([C:3]([F:4])([F:5])[F:6])=[O:7]>>[Br:8][c:9]1[cH:10][cH:11][c:12](-[c:15]2[cH:16][n:17][c:18]([NH2:33])[c:19]([O:21][CH:22]([CH3:23])[c:24]3[c:25]([Cl:32])[c:26]([F:31])[cH:27][cH:28][c:29]3[Cl:30])[cH:20]2)[cH:13][n:14]1. Starting materials: [BH4-].[Na+] (Sodium borohydride), C(C=C)N1C(=NC2=NC(=C(C=C21)Cl)C2=CC=C(C=C2)N2N=C1C(=C2)CN(C1)CC(F)(F)F)O[C@@H]1CO[C@H]2[C@@H]1OC[C@H]2O ((3R,3aR,6R,6aR)-6-[1-allyl-6-chloro-5-[4-[5-(2,2,2-trifluoroethyl)-4,6-dihydropyrrolo[3,4-c]pyrazol-2-yl]phenyl]imidazo[4,5-b]pyridin-2-yl]oxy-2,3,3a,5,6,6a-hexahydrofuro[3,2-b]furan-3-ol), C1(=CC=CC=C1)P(CCCCP(C1=CC=CC=C1)C1=CC=CC=C1)C1=CC=CC=C1 (1,4-bis(diphenylphosphino)butane). Reagents/catalysts: C(C)(=O)[O-].[Pd+2].C(C)(=O)[O-] (palladium(II) acetate). The solvent is C(C)O (ethanol), C(Cl)Cl (DCM), C(C)O (ethanol). Run at time 15 minute. Product: ClC=1C=C2C(=NC1C1=CC=C(C=C1)N1N=C3C(=C1)CN(C3)CC(F)(F)F)N=C(N2)O[C@@H]2CO[C@H]3[C@@H]2OC[C@H]3O ((3R,3aR,6R,6aR)-6-[[6-chloro-5-[4-[5-(2,2,2-trifluoroethyl)-4,6-dihydropyrrolo[3,4-c]pyrazol-2-yl]phenyl]-1H-imidazo[4,5-b]pyridin-2-yl]oxy]-2,3,3a,5,6,6a-hexahydrofuro[3,2-b]furan-3-ol). Reaction SMILES: C1(P(C2C=CC=CC=2)CCCCP(C2C=CC=CC=2)C2C=CC=CC=2)C=CC=CC=1.[BH4-].[Na+].C([N:36]1[C:44]2[C:39](=[N:40][C:41]([C:46]3[CH:51]=[CH:50][C:49]([N:52]4[CH:56]=[C:55]5[CH2:57][N:58]([CH2:60][C:61]([F:64])([F:63])[F:62])[CH2:59][C:54]5=[N:53]4)=[CH:48][CH:47]=3)=[C:42]([Cl:45])[CH:43]=2)[N:38]=[C:37]1[O:65][C@H:66]1[C@H:70]2[O:71][CH2:72][C@@H:73]([OH:74])[C@H:69]2[O:68][CH2:67]1)C=C>C(O)C.C(Cl)Cl.C([O-])(=O)C.[Pd+2].C([O-])(=O)C>[Cl:45][C:42]1[CH:43]=[C:44]2[NH:36][C:37]([O:65][C@H:66]3[C@H:70]4[O:71][CH2:72][C@@H:73]([OH:74])[C@H:69]4[O:68][CH2:67]3)=[N:38][C:39]2=[N:40][C:41]=1[C:46]1[CH:51]=[CH:50][C:49]([N:52]2[CH:56]=[C:55]3[CH2:57][N:58]([CH2:60][C:61]([F:62])([F:63])[F:64])[CH2:59][C:54]3=[N:53]2)=[CH:48][CH:47]=1 |f:1.2,6.7.8|. Procedure details: A 4 mL vial was charged with palladium(II) acetate (2.6 mg, 0.012 mmol), 1,4-bis(diphenylphosphino)butane (3.0 mg, 7.03 μmol), and ethanol (0.1 ml). This catalyst mixture was degassed (3×) and stirred under nitrogen for 15 min. Sodium borohydride (3.5 mg, 0.093 mmol) was added to a stirred solution of (3R,3aR,6R,6aR)-6-[1-allyl-6-chloro-5-[4-[5-(2,2,2-trifluoroethyl)-4,6-dihydropyrrolo[3,4-c]pyrazol-2-yl]phenyl]imidazo[4,5-b]pyridin-2-yl]oxy-2,3,3a,5,6,6a-hexahydrofuro[3,2-b]furan-3-ol (9.5 mg, ... Reactants: OS(=O)(=O)O (H2SO4), [H-].[H-].[H-].[H-].[Li+].[Al+3] (LiAlH4), CCOCC (ether), C(C)OC(C(C)OCCCCCCC)=O ((-)-ethyl-2-heptyloxypropionate). Solvent: O (water). Run at time 3 hour. The product is C(CCCCCC)OC(CO)C ((+)-2-heptyloxypropanol). RXN SMILES: [H-].[H-].[H-].[H-].[Li+].[Al+3].CCOCC.C([O:14][C:15](=O)[CH:16]([O:18][CH2:19][CH2:20][CH2:21][CH2:22][CH2:23][CH2:24][CH3:25])[CH3:17])C.OS(O)(=O)=O>O>[CH2:19]([O:18][CH:16]([CH3:17])[CH2:15][OH:14])[CH2:20][CH2:21][CH2:22][CH2:23][CH2:24][CH3:25] |f:0.1.2.3.4.5|. Reported procedure: 2.0 g of LiAlH4 was added to 62 ml of ether and the mixture was stirred for 3 hours. To the mixture wa added dropwise 14.6 g of (-)-ethyl-2-heptyloxypropionate in the same manner as in Example 2, and the mixture was stirred for 15 minutes. Then, a small amount of water and then 50 ml of 10% H2SO4 aqueous solution were added thereto. The ether layer was separated, dried with MgSO4 and filtrated. Ether was distilled off to obtain the objective product at an yield of 9.0 g. The optical rotation [α]... Starting materials: CCOC(=O)CBr, CS(C)=O, Cc1ccccc1, COc1ccc(C(=O)Cc2ccccc2)cc1, [H-], [Na+]. The product is CCOC(=O)CC(C(=O)c1ccc(OC)cc1)c1ccccc1. Reaction SMILES: [Br:20][CH2:21][C:22](=[O:23])[O:24][CH2:25][CH3:26].[CH3:27][S:28]([CH3:29])=[O:30].[CH3:31][c:32]1[cH:33][cH:34][cH:35][cH:36][cH:37]1.[CH3:3][O:4][c:5]1[cH:6][cH:7][c:8]([C:11]([CH2:12][c:13]2[cH:14][cH:15][cH:16][cH:17][cH:18]2)=[O:19])[cH:9][cH:10]1.[H-:2].[Na+:1]>>[CH3:3][O:4][c:5]1[cH:6][cH:7][c:8]([C:11]([CH:12]([c:13]2[cH:14][cH:15][cH:16][cH:17][cH:18]2)[CH2:21][C:22](=[O:23])[O:24][CH2:25][CH3:26])=[O:19])[cH:9][cH:10]1. Starting materials: CCOC(=O)c1c[nH]c2c(C)csc2c1=O, O=P(Cl)(Cl)Cl. Yields the product CCOC(=O)c1cnc2c(C)csc2c1Cl. RXN SMILES: [CH3:1][c:2]1[cH:3][s:4][c:5]2[c:6]1[nH:7][cH:8][c:9]([C:12](=[O:13])[O:14][CH2:15][CH3:16])[c:10]2=[O:11].[P:17]([Cl:18])([Cl:19])([Cl:20])=[O:21]>>[CH3:1][c:2]1[cH:3][s:4][c:5]2[c:6]1[n:7][cH:8][c:9]([C:12](=[O:13])[O:14][CH2:15][CH3:16])[c:10]2[Cl:19].